From a dataset of the Open Reaction Database (ORD), a public repository of structured organic reaction records. describe an organic reaction: reactants, conditions, products, and yield Procedure: A mixture, stirred at -40°, of 1.28 l of dry tetrahydrofuran and 2.1 l of dry liquid ammonia is treated with 8.6 g of lithium wire. The mixture is stirred for 2 minutes and subsequently there is added thereto over a period of 6 minutes a solution, pre-cooled to -40°, of 80.0 g of 10,11-dihydro-5H-dibenzo[a,d]cycloheptene in 1.44 l of dry tetrahydrofuran and 280 g of t-butanol. After a color change from blue to colorless, the mixture is treated with 6.0 g of sodium benzoate and the ammonia is eva... Product: C1C=CCC=2CC3=C(CCC21)C=CC=C3 (1,4,10,11-tetrahydro-5H-dibenzo[a,d]cycloheptene). Reaction conditions: time 2 minute. As a reaction SMILES: N.[Li].[CH:3]1[C:13]2[CH2:12][CH2:11][C:10]3[CH:14]=[CH:15][CH:16]=[CH:17][C:9]=3[CH2:8][C:7]=2[CH:6]=[CH:5][CH:4]=1.C([O-])(=O)C1C=CC=CC=1.[Na+]>O1CCCC1.C(O)(C)(C)C>[CH2:14]1[C:10]2[CH2:11][CH2:12][C:13]3[CH:3]=[CH:4][CH:5]=[CH:6][C:7]=3[CH2:8][C:9]=2[CH2:17][CH:16]=[CH:15]1 |f:3.4,^1:1|. Reactants: C1=CC=CC=2CC3=C(CCC21)C=CC=C3 (10,11-dihydro-5H-dibenzo[a,d]cycloheptene), C(C1=CC=CC=C1)(=O)[O-].[Na+] (sodium benzoate), [Li] (lithium), dry liquid, N (ammonia). The solvent is O1CCCC1 (tetrahydrofuran), C(C)(C)(C)O (t-butanol), O1CCCC1 (tetrahydrofuran). Reactants: C=1(C(=CC=CC1)C(=O)O)C (o-Toluic acid), S(=O)(=O)(OC)OC (dimethyl sulfate), C(=O)([O-])[O-].[K+].[K+] (K2CO3). The solvent is CC(=O)C (acetone). The product is COC(C1=C(C=CC=C1)C)=O (2-methylbenzoic acid methyl ester). The yield is 75.3%. As a reaction SMILES: [C:1]1([CH3:10])[C:2]([C:7]([OH:9])=[O:8])=[CH:3][CH:4]=[CH:5][CH:6]=1.S(OC)(O[CH3:15])(=O)=O.C([O-])([O-])=O.[K+].[K+]>CC(C)=O>[CH3:15][O:8][C:7](=[O:9])[C:2]1[CH:3]=[CH:4][CH:5]=[CH:6][C:1]=1[CH3:10] |f:2.3.4|. Reported procedure: o-Toluic acid (500 mg, 3.67 mmol), dimethyl sulfate (695 mg, 5.51 mmol), and K2CO3 (558 mg, 4.04 mmol) were placed in a round bottom flask and diluted with acetone (10 mL). After purging the resulting suspension with argon for 5 min, the mixture was heated to reflux for 2 h. The reaction mixture was cooled and concentrated under reduced pressure to remove acetone. After adding water to the mixture, the solution was extracted with ethyl acetate (×3). The combined extracts were washed with brine, ... Reactants: ClC1=NC=C(C(=N1)C1=CC=CC=C1)C(=O)OCC (ethyl 2-chloro-4-phenylpyrimidine-5-carboxylate), NN (hydrazine). The solvent is C1CCOC1 (THF). Yields the product N(N)C1=NC=C(C(=N1)C1=CC=CC=C1)C(=O)OCC (Ethyl 2-hydrazino-4-phenylpyrimidine-5-carboxylate). The yield is 91.0%. Reaction SMILES: Cl[C:2]1[N:7]=[C:6]([C:8]2[CH:13]=[CH:12][CH:11]=[CH:10][CH:9]=2)[C:5]([C:14]([O:16][CH2:17][CH3:18])=[O:15])=[CH:4][N:3]=1.[NH2:19][NH2:20]>C1COCC1>[NH:19]([C:2]1[N:7]=[C:6]([C:8]2[CH:13]=[CH:12][CH:11]=[CH:10][CH:9]=2)[C:5]([C:14]([O:16][CH2:17][CH3:18])=[O:15])=[CH:4][N:3]=1)[NH2:20]. Reported procedure: The title compound was prepared as described in Example 18, but employing a solution of ethyl 2-chloro-4-phenylpyrimidine-5-carboxylate (0.09 g, 0.34 mmol) and hydrazine (0.06 g, 1.7 mmol) in THF resulting in a 91% yield (0.08 g); m.p. 74°-75° C. Reactants: C([O-])([O-])=O.[Na+].[Na+] (sodium carbonate), BrC1=NC=CC=C1 (2-bromopyridine). The solvent is C(CC(C)C)O (isoamylalcohol). Yields the product OC[C@@H]1CC[C@@H]2N(CCN(C2)C2=NC=CC=C2)C1 (cis-7-Hydroxymethyl-2-(2-pyridyl)-2,3,4,6,7,8,9,9a-octahydro-1H-pyrido[1,2-a)pyrazine). RXN SMILES: [C:1](=[O:4])([O-])[O-].[Na+].[Na+].Br[C:8]1[CH:13]=[CH:12][CH:11]=[CH:10][N:9]=1>C(O)CC(C)C>[OH:4][CH2:1][C@H:11]1[CH2:10][N:9]2[CH2:13][CH2:8][N:9]([C:8]3[CH:13]=[CH:12][CH:11]=[CH:10][N:9]=3)[CH2:10][C@@H:8]2[CH2:13][CH2:12]1 |f:0.1.2|. Procedure details: A mixture consisting of title product of Preparation 5 (9.10 g; 53.4 mmol), sodium carbonate (14.1 g; 0.13 mol), and 2-bromopyridine (25.5 ml; 42.3 g; 0.27 mol) in isoamylalcohol (25 ml) was refluxed for 72 hours. The reaction was filtered while hot, and the filter cake washed with 50 ml of methylene chloride. The filtrate was concentrated in vacuo to an oil, which was taken up in 100 ml ethyl acetate. An equal volume of water was added, and the pH of the well-stirred mixture was adjusted to 11.... The reactants are CC#N, CC[SiH](CC)CC, COc1ccc(CN2CCCc3cc(Cc4cc(C5(OC)OC(CO)C(O)C(O)C5O)ccc4Cl)ccc32)cc1, ClCCl. Yields the product COc1ccc(CN2CCCc3cc(Cc4cc(C5OC(CO)C(O)C(O)C5O)ccc4Cl)ccc32)cc1. As a reaction SMILES: [C:51](#[N:52])[CH3:53].[CH2:41]([SiH:42]([CH2:43][CH3:44])[CH2:45][CH3:46])[CH3:47].[Cl:1][c:2]1[c:3]([CH2:21][c:22]2[cH:23][c:24]3[c:29]([cH:30][cH:31]2)[N:28]([CH2:32][c:33]2[cH:34][cH:35][c:36]([O:39][CH3:40])[cH:37][cH:38]2)[CH2:27][CH2:26][CH2:25]3)[cH:4][c:5]([C:8]2([O:19][CH3:20])[O:9][CH:10]([CH2:17][OH:18])[CH:11]([OH:16])[CH:12]([OH:15])[CH:13]2[OH:14])[cH:6][cH:7]1.[Cl:48][CH2:49][Cl:50]>>[Cl:1][c:2]1[c:3]([CH2:21][c:22]2[cH:23][c:24]3[c:29]([cH:30][cH:31]2)[N:28]([CH2:32][c:33]2[cH:34][cH:35][c:36]([O:39][CH3:40])[cH:37][cH:38]2)[CH2:27][CH2:26][CH2:25]3)[cH:4][c:5]([CH:8]2[O:9][CH:10]([CH2:17][OH:18])[CH:11]([OH:16])[CH:12]([OH:15])[CH:13]2[OH:14])[cH:6][cH:7]1. Starting materials: [H-].[Na+] (Sodium hydride), C(C)(=O)O[C@@H]1C(O)O[C@H]([C@H]([C@H]1OC(C)=O)OC(C)=O)C (2,3,4-tri-O-acetyl-L-fucopyranose), ClC(C#N)(Cl)Cl (trichloroacetonitrile). Solvent: ClCCl (dichloromethane). Conditions: time 12 hour. The product is ClC(C(O[C@H]1[C@@H](OC(C)=O)[C@H](OC(C)=O)[C@H](OC(C)=O)[C@@H](O1)C)=N)(Cl)Cl (O-(2,3,4-tri-O-acetyl-α-L-fucopyranosyl) trichloroacetimidate). Yield: 71.0%. RXN SMILES: [H-].[Na+].[C:3]([O:6][C@H:7]1[C@H:13]([O:14][C:15](=[O:17])[CH3:16])[C@H:12]([O:18][C:19](=[O:21])[CH3:20])[C@H:11]([CH3:22])[O:10][CH:8]1[OH:9])(=[O:5])[CH3:4].[Cl:23][C:24]([Cl:28])([Cl:27])[C:25]#[N:26]>ClCCl>[Cl:23][C:24]([Cl:28])([Cl:27])[C:25](=[NH:26])[O:9][C@@H:8]1[O:10][C@@H:11]([CH3:22])[C@@H:12]([O:18][C:19](=[O:21])[CH3:20])[C@@H:13]([O:14][C:15](=[O:17])[CH3:16])[C@@H:7]1[O:6][C:3](=[O:5])[CH3:4] |f:0.1|. Reported procedure: Sodium hydride (0.25 g, 10.9 mmol) is added under nitrogen and at room temperature to a mixture of 2,3,4-tri-O-acetyl-L-fucopyranose (anomer mixture) (2.00 g, 6.89 mmol) and trichloroacetonitrile (7.0 ml, 70 mmol) in 20 ml of dry dichloromethane. The mixture is stirred for about 12 h and then filtered through kieselguhr and concentrated. After chromatographic purification (petroleum ether/ethyl acetate 3:1), O-(2,3,4-tri-O-acetyl-α-L-fucopyranosyl) trichloroacetimidate (3) is obtained in a yield...